Dataset: the Open Reaction Database (ORD), a public repository of structured organic reaction records. Task: describe an organic reaction: reactants, conditions, products, and yield Starting materials: COC(=O)C(C)(C)Br, ClCCl, ClCCl, C[O-], CN(C)C=O, CO, CO, Cc1ccccc1, O=C1CN=C(c2ccccc2)c2cc(Cl)ccc2N1, [Na+], O. The product is COC(=O)C(C)(C)N1C(=O)CN=C(c2ccccc2)c2cc(Cl)ccc21. RXN SMILES: [Br:28][C:29]([C:30](=[O:31])[O:32][CH3:33])([CH3:34])[CH3:35].[CH2:38]([Cl:39])[Cl:40].[CH2:41]([Cl:42])[Cl:43].[CH3:20][O-:21].[CH3:23][N:24]([CH3:25])[CH:26]=[O:27].[CH3:36][OH:37].[CH3:44][OH:45].[CH3:47][c:48]1[cH:49][cH:50][cH:51][cH:52][cH:53]1.[Cl:1][c:2]1[cH:3][cH:4][c:5]2[c:6]([cH:19]1)[C:7]([c:13]1[cH:14][cH:15][cH:16][cH:17][cH:18]1)=[N:8][CH2:9][C:10](=[O:12])[NH:11]2.[Na+:22].[OH2:46]>>[Cl:1][c:2]1[cH:3][cH:4][c:5]2[c:6]([cH:19]1)[C:7]([c:13]1[cH:14][cH:15][cH:16][cH:17][cH:18]1)=[N:8][CH2:9][C:10](=[O:12])[N:11]2[C:29]([C:30](=[O:31])[O:32][CH3:33])([CH3:34])[CH3:35].